From a dataset of the Open Reaction Database (ORD), a public repository of structured organic reaction records. describe an organic reaction: reactants, conditions, products, and yield Starting materials: S1CNC2=C1C=CC=C2 (2,3-dihydro-1,3-benzothiazole), NC1=C(C=CC=C1)S (2-aminobenzenethiol), C=O (formalin), C(C)(C)N(CC)C(C)C (diisopropylethylamine), ClC=1C=C(C(=O)Cl)C=C(C1OC)I (3-chloro-5-iodo-4-methoxybenzoyl chloride). Solvent: ClCCl (dichloromethane). Conditions: time 1 hour. Yields the product ClC=1C=C(C(=O)N2CSC3=C2C=CC=C3)C=C(C1OC)I (3-(3-chloro-5-iodo-4-methoxybenzoyl)-2,3-dihydro-1,3-benzothiazole). As a reaction SMILES: [S:1]1[C:5]2[CH:6]=[CH:7][CH:8]=[CH:9][C:4]=2[NH:3][CH2:2]1.NC1C=CC=CC=1S.C=O.C(N(C(C)C)CC)(C)C.[Cl:29][C:30]1[CH:31]=[C:32]([CH:36]=[C:37]([I:41])[C:38]=1[O:39][CH3:40])[C:33](Cl)=[O:34]>ClCCl>[Cl:29][C:30]1[CH:31]=[C:32]([CH:36]=[C:37]([I:41])[C:38]=1[O:39][CH3:40])[C:33]([N:3]1[C:4]2[CH:9]=[CH:8][CH:7]=[CH:6][C:5]=2[S:1][CH2:2]1)=[O:34]. Procedure: 2,3-dihydro-1,3-benzothiazole synthesized from 2-aminobenzenethiol (1.65 g) and 37% formalin (1.09 mL) in the same manner as in Example 1 was dissolved in dichloromethane (15 mL), and diisopropylethylamine (3.0 mL) and 3-chloro-5-iodo-4-methoxybenzoyl chloride (3.05 g) were added to the solution, and then the mixture was stirred at room temperature for 1 hour. The solvent was distilled off under reduced pressure and water was added, and then the mixture was extracted with ethyl acetate. The orga...